From a dataset of the Open Reaction Database (ORD), a public repository of structured organic reaction records. describe an organic reaction: reactants, conditions, products, and yield Solvent: CCOCC (ether). Starting materials: C1(=CC=CC=C1)C1=CC=CC=C1 (biphenyl), [Cl-].[NH4+] (ammonium chloride), [Li] (lithium), Cl.ClC[C@H](C)N(C)C ((S)-2-chloro-N,N,1-trimethylethylamine hydrochloride). Run at temperature -50 celsius. Procedure details: 28 g. of biphenyl in 300 ml. of absolute ether are added dropwise at about -33° C. while stirring to 360 ml. of dry, condensed ammonia. The mixture is cooled to about -50° C. and 2.5 g. of lithium wire (about 2 cm long pieces, de-greased with cyclohexane) are added over a period of 10 minutes. Then, the mixture is stirred at boiling temperature (about -33° C.) for 2 hours. 9.4 g. of (S)-2-chloro-N,N,1-trimethylethylamine hydrochloride are added portionwise at about -50° C. within about 3 minutes... Product: C[C@@H](CC1(C=CCC=C1)C1=CC=CC=C1)N(C)C ((S)-α,N,N-trimethyl-1-phenyl-2,5-cyclohexadien-1-ethylamine). As a reaction SMILES: [C:1]1([C:7]2[CH:12]=[CH:11][CH:10]=[CH:9][CH:8]=2)[CH:6]=[CH:5][CH:4]=[CH:3][CH:2]=1.[Li].Cl.Cl[CH2:16][C@@H:17]([N:19]([CH3:21])[CH3:20])[CH3:18].[Cl-].[NH4+]>CCOCC>[CH3:16][C@H:17]([N:19]([CH3:21])[CH3:20])[CH2:18][C:1]1([C:7]2[CH:8]=[CH:9][CH:10]=[CH:11][CH:12]=2)[CH:6]=[CH:5][CH2:4][CH:3]=[CH:2]1 |f:2.3,4.5,^1:12|.